Dataset: the Open Reaction Database (ORD), a public repository of structured organic reaction records. Task: describe an organic reaction: reactants, conditions, products, and yield RXN SMILES: [CH3:49][N:50]([CH3:51])[c:52]1[cH:53][cH:54][n:55][cH:56][cH:57]1.[H-:13].[N:14](=[C:15]=[S:16])[c:17]1[cH:18][cH:19][c:20]2[c:21]([cH:22][c:23]([CH3:25])[o:24]2)[cH:26]1.[NH2:27][CH:28]1[C:29](=[O:43])[N:30]([CH2:35][C:36](=[O:37])[N:38]2[CH2:39][CH2:40][CH2:41][CH2:42]2)[CH2:31][CH2:32][CH2:33][CH2:34]1.[Na+:12].[O:44]=[CH:45][N:46]([CH3:47])[CH3:48].[OH2:58].[s:1]1[cH:2][c:3]([S:6](=[O:7])(=[O:8])[CH2:9][C:10]#[N:11])[cH:4][cH:5]1>>[s:1]1[cH:2][c:3]([S:6](=[O:7])(=[O:8])[C:9]([C:10]#[N:11])=[C:15]([NH:14][c:17]2[cH:18][cH:19][c:20]3[c:21]([cH:22][c:23]([CH3:25])[o:24]3)[cH:26]2)[NH:27][CH:28]2[C:29](=[O:43])[N:30]([CH2:35][C:36](=[O:37])[N:38]3[CH2:39][CH2:40][CH2:41][CH2:42]3)[CH2:31][CH2:32][CH2:33][CH2:34]2)[cH:4][cH:5]1. The product is Cc1cc2cc(NC(NC3CCCCN(CC(=O)N4CCCC4)C3=O)=C(C#N)S(=O)(=O)c3ccsc3)ccc2o1. The reactants are CN(C)c1ccncc1, [H-], Cc1cc2cc(N=C=S)ccc2o1, NC1CCCCN(CC(=O)N2CCCC2)C1=O, [Na+], CN(C)C=O, O, N#CCS(=O)(=O)c1ccsc1.